Dataset: the Open Reaction Database (ORD), a public repository of structured organic reaction records. Task: describe an organic reaction: reactants, conditions, products, and yield The reactants are O=[N+]([O-])c1ccc(O)c(Br)c1, FC(F)Cl, [Na+], C1COCCO1, [OH-], O. Yields the product O=[N+]([O-])c1ccc(OC(F)F)c(Br)c1. Reaction SMILES: [Br:1][c:2]1[c:3]([OH:11])[cH:4][cH:5][c:6]([N+:8](=[O:9])[O-:10])[cH:7]1.[Cl:14][CH:15]([F:16])[F:17].[Na+:13].[O:18]1[CH2:19][CH2:20][O:21][CH2:22][CH2:23]1.[OH-:12].[OH2:24]>>[Br:1][c:2]1[c:3]([O:11][CH:15]([F:16])[F:17])[cH:4][cH:5][c:6]([N+:8](=[O:9])[O-:10])[cH:7]1. Reactants: CC(C)(C)OC(=O)N1Cc2ccc(Br)cc2C1, CCOC(C)=O, CC(=O)[O-], CC(=O)[O-], CCS, CC(C)(C)[O-], [Na+], C1COCCO1, C1CCOC1, [Pd+2]. Product: CCSc1ccc2c(c1)CN(C(=O)OC(C)(C)C)C2. Reaction SMILES: [C:1]([CH3:2])([CH3:3])([CH3:4])[O:5][C:6](=[O:7])[N:8]1[CH2:9][c:10]2[cH:11][cH:12][c:13]([Br:17])[cH:14][c:15]2[CH2:16]1.[C:38]([O:39][CH2:40][CH3:41])(=[O:42])[CH3:43].[C:44]([O-:45])(=[O:46])[CH3:47].[C:49]([O-:50])(=[O:51])[CH3:52].[CH2:24]([CH3:25])[SH:26].[CH3:18][C:19]([CH3:20])([O-:21])[CH3:22].[Na+:23].[O:27]1[CH2:28][CH2:29][O:30][CH2:31][CH2:32]1.[O:33]1[CH2:34][CH2:35][CH2:36][CH2:37]1.[Pd+2:48]>>[C:1]([CH3:2])([CH3:3])([CH3:4])[O:5][C:6](=[O:7])[N:8]1[CH2:9][c:10]2[cH:11][cH:12][c:13]([S:26][CH2:24][CH3:25])[cH:14][c:15]2[CH2:16]1. Reactants: CC#N.O (CH3CN H2O), FC1=CC=C(CN)C=C1 (4-fluorobenzylamine), C(C1=CC=CC=C1)(=O)N1C(CC2=CC=CC=C12)C=1N(C(C(=C(N1)C(=O)OC)OC(C1=CC=CC=C1)=O)=O)C (Methyl 2-(1-benzoyl-2,3-dihydro-1H-indol-2-yl)-5-benzoyloxy-1-methyl-6-oxo-1,6-dihydropyrimidine-4-carboxylate). Solvent: CO (MeOH). Conditions: temperature 60 celsius. Yields the product C(C1=CC=CC=C1)(=O)N1C(CC2=CC=CC=C12)C=1N(C(C(=C(N1)C(=O)NCC1=CC=C(C=C1)F)O)=O)C (2-(1-benzoyl-2,3-dihydro-1H-indol-2-yl)-N-(4-fluorobenzyl)-5-hydroxy-1-methyl-6-oxo-1,6-dihydropyrimidine-4-carboxamide). As a reaction SMILES: [C:1]([N:9]1[C:17]2[C:12](=[CH:13][CH:14]=[CH:15][CH:16]=2)[CH2:11][CH:10]1[C:18]1[N:19]([CH3:38])[C:20](=[O:37])[C:21]([O:28]C(=O)C2C=CC=CC=2)=[C:22]([C:24]([O:26]C)=O)[N:23]=1)(=[O:8])[C:2]1[CH:7]=[CH:6][CH:5]=[CH:4][CH:3]=1.[F:39][C:40]1[CH:47]=[CH:46][C:43]([CH2:44][NH2:45])=[CH:42][CH:41]=1.CC#N.O>CO>[C:1]([N:9]1[C:17]2[C:12](=[CH:13][CH:14]=[CH:15][CH:16]=2)[CH2:11][CH:10]1[C:18]1[N:19]([CH3:38])[C:20](=[O:37])[C:21]([OH:28])=[C:22]([C:24]([NH:45][CH2:44][C:43]2[CH:46]=[CH:47][C:40]([F:39])=[CH:41][CH:42]=2)=[O:26])[N:23]=1)(=[O:8])[C:2]1[CH:7]=[CH:6][CH:5]=[CH:4][CH:3]=1 |f:2.3|. Procedure: The crude product of Step 2 was dissolved in MeOH and 4-fluorobenzylamine (3.5 eq.) added. The solution was stirred at 60° C. over night. The title product was obtained by preparative RP-HPLC (C18, gradient of CH3CN/H2O+0.01% TFA). Reactants: FC(C=1C=C(C=C(C1)C(F)(F)F)[C@@H]1[C@@H](N(C(O1)=O)CC1=C(C=CC(=C1)C(F)(F)F)C=1C=C(C(=CC1OC)F)C1=C(C=C(C=C1)C(=O)OC)Cl)C)(F)F (methyl 2″-({(4S,5R)-5-[3,5-bis(trifluoromethyl)phenyl]-4-methyl-2-oxo-1,3-oxazolidin-3-yl}methyl)-2-chloro-6′-fluoro-4′-methoxy-4″-(trifluoromethyl)-1,1′:3′,1″-terphenyl-4-carboxylate), O.[OH-].[Li+] (lithium hydroxide monohydrate), O (water), O1CCOCC1 (1,4-dioxane). Run in C(Cl)Cl (DCM). Reaction conditions: time 2 hour. Product: FC(C=1C=C(C=C(C1)C(F)(F)F)[C@@H]1[C@@H](N(C(O1)=O)CC1=C(C=CC(=C1)C(F)(F)F)C=1C=C(C(=CC1OC)F)C1=C(C=C(C=C1)C(=O)O)Cl)C)(F)F (2″-({(4S,5R)-5-[3,5-bis(trifluoromethyl)phenyl]-4-methyl-2-oxo-1,3-oxazolidin-3-yl}methyl)-2-chloro-6′-fluoro-4′-methoxy-4″-(trifluoromethyl)-1,1′:3′,1″-terphenyl-4-carboxylic Acid). As a reaction SMILES: [F:1][C:2]([F:52])([F:51])[C:3]1[CH:4]=[C:5]([C@H:13]2[O:17][C:16](=[O:18])[N:15]([CH2:19][C:20]3[CH:25]=[C:24]([C:26]([F:29])([F:28])[F:27])[CH:23]=[CH:22][C:21]=3[C:30]3[CH:31]=[C:32]([C:39]4[CH:44]=[CH:43][C:42]([C:45]([O:47]C)=[O:46])=[CH:41][C:40]=4[Cl:49])[C:33]([F:38])=[CH:34][C:35]=3[O:36][CH3:37])[C@H:14]2[CH3:50])[CH:6]=[C:7]([C:9]([F:12])([F:11])[F:10])[CH:8]=1.O.[OH-].[Li+].O.O1CCOCC1>C(Cl)Cl>[F:12][C:9]([F:10])([F:11])[C:7]1[CH:6]=[C:5]([C@H:13]2[O:17][C:16](=[O:18])[N:15]([CH2:19][C:20]3[CH:25]=[C:24]([C:26]([F:28])([F:29])[F:27])[CH:23]=[CH:22][C:21]=3[C:30]3[CH:31]=[C:32]([C:39]4[CH:44]=[CH:43][C:42]([C:45]([OH:47])=[O:46])=[CH:41][C:40]=4[Cl:49])[C:33]([F:38])=[CH:34][C:35]=3[O:36][CH3:37])[C@H:14]2[CH3:50])[CH:4]=[C:3]([C:2]([F:52])([F:51])[F:1])[CH:8]=1 |f:1.2.3|. Procedure details: methyl 2″-({(4S,5R)-5-[3,5-bis(trifluoromethyl)phenyl]-4-methyl-2-oxo-1,3-oxazolidin-3-yl}methyl)-2-chloro-6′-fluoro-4′-methoxy-4″-(trifluoromethyl)-1,1′:3′,1″-terphenyl-4-carboxylate (84.5 mg, 0.11 mmol), lithium hydroxide monohydrate (46.2 mg, 1.1 mmol), water (1 mL) and 1,4-dioxane (2 mL) were stirred at room temperature. LCMS of aliquot at reaction time was 2 hrs indicated completion of reaction. Volatiles were removed under reduced pressure. Crude mixture was dissolved in MeCN and acidified... Starting materials: C(C)(C)(C)OC(NC1CCC(CC1)NC(C1=CC(=CC(=C1)O)OC1=CC=C(C=C1)C#N)=O)=O ({4-[3-(4-cyanophenoxy)-5-hydroxybenzoylamino]cyclohexyl}carbamic acid tert-butyl ester), BrCCCCCC#N (6-bromo-hexanenitrile). The product is C(C)(C)(C)OC(NC1CCC(CC1)NC(C1=CC(=CC(=C1)OC1=CC=C(C=C1)C#N)OCCCCCC#N)=O)=O ({4-[3-(5-cyanopentyloxy)-5-(4-cyanophenoxy)benzoylamino]cyclohexyl}-carbamic Acid Tert-butyl Ester). The yield is 111.9%. Reaction SMILES: [C:1]([O:5][C:6](=[O:33])[NH:7][CH:8]1[CH2:13][CH2:12][CH:11]([NH:14][C:15](=[O:32])[C:16]2[CH:21]=[C:20]([OH:22])[CH:19]=[C:18]([O:23][C:24]3[CH:29]=[CH:28][C:27]([C:30]#[N:31])=[CH:26][CH:25]=3)[CH:17]=2)[CH2:10][CH2:9]1)([CH3:4])([CH3:3])[CH3:2].Br[CH2:35][CH2:36][CH2:37][CH2:38][CH2:39][C:40]#[N:41]>>[C:1]([O:5][C:6](=[O:33])[NH:7][CH:8]1[CH2:13][CH2:12][CH:11]([NH:14][C:15](=[O:32])[C:16]2[CH:17]=[C:18]([O:23][C:24]3[CH:29]=[CH:28][C:27]([C:30]#[N:31])=[CH:26][CH:25]=3)[CH:19]=[C:20]([O:22][CH2:35][CH2:36][CH2:37][CH2:38][CH2:39][C:40]#[N:41])[CH:21]=2)[CH2:10][CH2:9]1)([CH3:4])([CH3:2])[CH3:3]. Reported procedure: Using 0.85 g (1.88 mmol) of {4-[3-(4-cyanophenoxy)-5-hydroxybenzoylamino]cyclohexyl}carbamic acid tert-butyl ester and 6-bromo-hexanenitrile (0.33 g, 1.88 mmol) and following the procedure of Example 42(b) afforded 1.15 g of the required product. 1H NMR (DMSO-d6): δ 1.25 (3H, m), 1.4 (9H, s), 1.6 (4H, m), 1.8 (6H, m), 3.2 (1H, m), 3.7 (1H, m), 4.05 (2H, m), 6.75 (1H, d), 6.90 (1H, s), 7.14 (3H, m), 7.34 (1H, s), 7.88 (2H, d), 8.28 (1H, d). Run at temperature -70 celsius, time 15 minute. The solvent is C1CCOC1 (THF), C1CCOC1 (THF). Procedure: Ethyl mercaptan (5.76 ml., 4.83 g., 0.078 mol) in 250 ml. THF was cooled to -70°. n-Butyllithium (50 ml. of 1.55M in hexane, 0.078 mol) was added over 10 minutes at that temperature. The mixture was then allowed to warm to 10°, recooled to -70°, and 1-adamantyl bromomethyl ketone (20 g., 0.078 mol) in 125 ml. THF added over. The mixture was stirred 15 minutes at -70° C., stripped to one fifth volume, diluted to 600 ml. with ether, washed 2×200 ml. saturated NH4Cl, 3×150 ml. H2O and 1×200 ml. bri... The reactants are C(C)S (Ethyl mercaptan), C(CCC)[Li] (n-Butyllithium), BrCC(=O)C12CC3CC(CC(C1)C3)C2 (1-adamantyl bromomethyl ketone). Reaction SMILES: [CH2:1]([SH:3])[CH3:2].C([Li])CCC.Br[CH2:10][C:11]([C:13]12[CH2:22][CH:17]3[CH2:18][CH:19]([CH2:21][CH:15]([CH2:16]3)[CH2:14]1)[CH2:20]2)=[O:12]>C1COCC1>[CH2:1]([S:3][CH2:10][C:11]([C:13]12[CH2:22][CH:17]3[CH2:18][CH:19]([CH2:21][CH:15]([CH2:16]3)[CH2:14]1)[CH2:20]2)=[O:12])[CH3:2]. The product is C(C)SCC(=O)C12CC3CC(CC(C1)C3)C2 (1-Adamantyl (Ethylthio)methyl Ketone).